Dataset: the Open Reaction Database (ORD), a public repository of structured organic reaction records. Task: describe an organic reaction: reactants, conditions, products, and yield Starting materials: O=C(O)c1ccc(C2CC2)c(OCC2CC2)n1, CNC(=O)C(N)CC(C)(C)C. Product: CNC(=O)C(CC(C)(C)C)NC(=O)c1ccc(C2CC2)c(OCC2CC2)n1. Reaction SMILES: [CH:1]1([c:4]2[cH:5][cH:6][c:7]([C:15](=[O:16])[OH:17])[n:8][c:9]2[O:10][CH2:11][CH:12]2[CH2:13][CH2:14]2)[CH2:2][CH2:3]1.[NH2:18][CH:19]([C:20](=[O:21])[NH:22][CH3:23])[CH2:24][C:25]([CH3:26])([CH3:27])[CH3:28]>>[CH:1]1([c:4]2[cH:5][cH:6][c:7]([C:15](=[O:17])[NH:18][CH:19]([C:20](=[O:21])[NH:22][CH3:23])[CH2:24][C:25]([CH3:26])([CH3:27])[CH3:28])[n:8][c:9]2[O:10][CH2:11][CH:12]2[CH2:13][CH2:14]2)[CH2:2][CH2:3]1. Reactants: CO, CCc1ncnc(NC2CCC(C(O)C(F)(F)F)CC2)c1Cl, [H-], [H][H], [Na+], C1CCOC1, CCOS(=O)(=O)OCC. Yields the product CCOC(C1CCC(Nc2ncnc(CC)c2Cl)CC1)C(F)(F)F. RXN SMILES: [CH3:41][OH:42].[Cl:1][c:2]1[c:3]([NH:10][CH:11]2[CH2:12][CH2:13][CH:14]([CH:17]([C:18]([F:19])([F:20])[F:21])[OH:22])[CH2:15][CH2:16]2)[n:4][cH:5][n:6][c:7]1[CH2:8][CH3:9].[H-:23].[H:25][H:26].[Na+:24].[O:36]1[CH2:37][CH2:38][CH2:39][CH2:40]1.[S:27]([O:28][CH2:29][CH3:30])([O:33][CH2:31][CH3:32])(=[O:34])=[O:35]>>[Cl:1][c:2]1[c:3]([NH:10][CH:11]2[CH2:12][CH2:13][CH:14]([CH:17]([C:18]([F:19])([F:20])[F:21])[O:22][CH2:31][CH3:32])[CH2:15][CH2:16]2)[n:4][cH:5][n:6][c:7]1[CH2:8][CH3:9]. Starting materials: FC=1C=C(C(=NC1)OC)CN1C=C(C2=NC=C(C=C21)C)C(=O)O (1-((5-fluoro-2-methoxypyridin-3-yl)methyl)-6-methyl-1H-pyrrolo[3,2-b]pyridine-3-carboxylic acid), FCCN (2-fluoroethanamine), TEA, min1-Propanephosphonic acid cyclic anhydride. Reaction conditions: time 50 minute. Yields the product FC=1C=C(C(=NC1)OC)CN1C=C(C2=NC=C(C=C21)C)C(=O)NCCF (1-((5-fluoro-2-methoxypyridin-3-yl)methyl)-N-(2-fluoroethyl)-6-methyl-1H-pyrrolo[3,2-b]pyridine-3-carboxamide). Reaction SMILES: [F:1][C:2]1[CH:3]=[C:4]([CH2:10][N:11]2[C:19]3[C:14](=[N:15][CH:16]=[C:17]([CH3:20])[CH:18]=3)[C:13]([C:21](O)=[O:22])=[CH:12]2)[C:5]([O:8][CH3:9])=[N:6][CH:7]=1.[F:24][CH2:25][CH2:26][NH2:27]>>[F:1][C:2]1[CH:3]=[C:4]([CH2:10][N:11]2[C:19]3[C:14](=[N:15][CH:16]=[C:17]([CH3:20])[CH:18]=3)[C:13]([C:21]([NH:27][CH2:26][CH2:25][F:24])=[O:22])=[CH:12]2)[C:5]([O:8][CH3:9])=[N:6][CH:7]=1. Procedure: See FIG. 19(c). 1-((5-fluoro-2-methoxypyridin-3-yl)methyl)-6-methyl-1H-pyrrolo[3,2-b]pyridine-3-carboxylic acid (60 mg, 0.19 mmol) and 2-fluoroethanamine (21.60 mg, 0.34 mmol), TEA (0.080 mL, 0.57 mmol) was added. After 3 min1-Propanephosphonic acid cyclic anhydride (151 mg, 0.48 mmol) was added. The resulting reaction mixture was stirred at rt for 50 min. LCMS analysis showed formation of required product. Reaction was diluted with DCM and water.DCM layer was extracted and washed with brine and... Starting materials: COc1ccc(C(=O)O)cc1Br, CCN=C=NCCCN(C)C, CN1CCOCC1, Nc1ccc(N2CCOCC2)cc1, CN(C)C=O, O, On1nnc2ccccc21. Yields the product COc1ccc(C(=O)Nc2ccc(N3CCOCC3)cc2)cc1Br. Reaction SMILES: [Br:1][c:2]1[cH:3][c:4]([C:5](=[O:6])[OH:7])[cH:8][cH:9][c:10]1[O:11][CH3:12].[CH3:26][CH2:27][N:28]=[C:29]=[N:30][CH2:31][CH2:32][CH2:33][N:34]([CH3:35])[CH3:36].[CH3:47][N:48]1[CH2:49][CH2:50][O:51][CH2:52][CH2:53]1.[NH2:13][c:14]1[cH:15][cH:16][c:17]([N:20]2[CH2:21][CH2:22][O:23][CH2:24][CH2:25]2)[cH:18][cH:19]1.[O:54]=[CH:55][N:56]([CH3:57])[CH3:58].[OH2:59].[OH:37][n:38]1[c:39]2[c:40]([cH:41][cH:42][cH:43][cH:44]2)[n:45][n:46]1>>[Br:1][c:2]1[cH:3][c:4]([C:5](=[O:7])[NH:13][c:14]2[cH:15][cH:16][c:17]([N:20]3[CH2:21][CH2:22][O:23][CH2:24][CH2:25]3)[cH:18][cH:19]2)[cH:8][cH:9][c:10]1[O:11][CH3:12]. The reactants are CC(OCC)=O (EA), C1(CC1)N1S(NCC1)(=O)=O (2-cyclopropyl-[1,2,5]thiadiazolidine 1,1-dioxide), FC1=CC(=C(C(=O)OC)C=C1S(=O)(=O)C)C (methyl 4-fluoro-5-methanesulfonyl-2-methylbenzoate), C(=O)([O-])[O-].[Cs+].[Cs+] (Cs2CO3). The solvent is CN(C)C=O (DMF). The product is C1(CC1)N1CCN(S1(=O)=O)C1=CC(=C(C(=O)OC)C=C1S(=O)(=O)C)C (Methyl 4-(5-cyclopropyl-1,1-dioxo-[1,2,5]thiadiazolidin-2-yl)-5-methanesulfonyl-2-methylbenzoate). Isolated yield 47.3%. As a reaction SMILES: [CH:1]1([N:4]2[CH2:8][CH2:7][NH:6][S:5]2(=[O:10])=[O:9])[CH2:3][CH2:2]1.F[C:12]1[C:21]([S:22]([CH3:25])(=[O:24])=[O:23])=[CH:20][C:15]([C:16]([O:18][CH3:19])=[O:17])=[C:14]([CH3:26])[CH:13]=1.C([O-])([O-])=O.[Cs+].[Cs+].CC(=O)OCC>CN(C=O)C>[CH:1]1([N:4]2[S:5](=[O:10])(=[O:9])[N:6]([C:12]3[C:21]([S:22]([CH3:25])(=[O:24])=[O:23])=[CH:20][C:15]([C:16]([O:18][CH3:19])=[O:17])=[C:14]([CH3:26])[CH:13]=3)[CH2:7][CH2:8]2)[CH2:3][CH2:2]1 |f:2.3.4|. Reported procedure: 203 mg of 2-cyclopropyl-[1,2,5]thiadiazolidine 1,1-dioxide, 308 mg of methyl 4-fluoro-5-methanesulfonyl-2-methylbenzoate and 2.44 g of Cs2CO3 were stirred in 25 ml of anhydrous DMF at 80° C. for 5 hours. Standing at RT for 2 days was followed by dilution with 200 ml of EA and washing 3 times with 20 ml of water each time. After drying over Na2SO4, the solvent was removed in vacuo. Chromatography on silica gel with DIP afforded 230 mg of an amorphous solid.